Task: describe an organic reaction: reactants, conditions, products, and yield. Dataset: the Open Reaction Database (ORD), a public repository of structured organic reaction records The reactants are [Li]CCCC, CSc1ncc2c(C)nc(-c3ccccc3)n2n1, Cc1nc(-c2ccccc2)n2nc(S(C)(=O)=O)ncc12, Nc1ccccc1, C1CCOC1. Product: Cc1nc(-c2ccccc2)n2nc(Nc3ccccc3)ncc12. As a reaction SMILES: [CH2:8]([Li:9])[CH2:10][CH2:11][CH3:12].[CH3:13][c:14]1[n:15][c:16](-[c:25]2[cH:26][cH:27][cH:28][cH:29][cH:30]2)[n:17]2[n:18][c:19]([S:23][CH3:24])[n:20][cH:21][c:22]12.[CH3:31][c:32]1[n:33][c:34](-[c:35]2[cH:36][cH:37][cH:38][cH:39][cH:40]2)[n:41]2[c:42]1[cH:43][n:44][c:45]([S:46]([CH3:47])(=[O:48])=[O:49])[n:50]2.[NH2:1][c:2]1[cH:3][cH:4][cH:5][cH:6][cH:7]1.[O:51]1[CH2:52][CH2:53][CH2:54][CH2:55]1>>[NH:1]([c:2]1[cH:3][cH:4][cH:5][cH:6][cH:7]1)[c:19]1[n:18][n:17]2[c:16](-[c:25]3[cH:26][cH:27][cH:28][cH:29][cH:30]3)[n:15][c:14]([CH3:13])[c:22]2[cH:21][n:20]1.